This data is from the Open Reaction Database (ORD), a public repository of structured organic reaction records. The task is: describe an organic reaction: reactants, conditions, products, and yield Reactants: CSC=1C=C(C=CC1)CO ((3-methylsulfanyl-phenyl)-methanol), S(=O)(Cl)Cl (thionyl chloride). Run in C1=CC=CC=C1 (benzene). Conditions: time 48 hour. Product: ClCC1=CC(=CC=C1)SC (1-Chloromethyl-3-methylsulfanyl-benzene). Reaction SMILES: [CH3:1][S:2][C:3]1[CH:4]=[C:5]([CH2:9]O)[CH:6]=[CH:7][CH:8]=1.S(Cl)([Cl:13])=O>C1C=CC=CC=1>[Cl:13][CH2:9][C:5]1[CH:6]=[CH:7][CH:8]=[C:3]([S:2][CH3:1])[CH:4]=1. Procedure: To a solution of (3-methylsulfanyl-phenyl)-methanol (23.8 g, 0.156 mol) in benzene (250 mL) was added thionyl chloride (26.9 g, 0.234 mol) under cooling with an ice-bath. The ice-bath was removed and the reaction mixture stirred for 48 hours at room temperature. The solution was concentrated and used without further work-up (26.9 g). Starting materials: Cl.COC([C@H](CC1=CC=C(C=C1)C1=CC=C(C=C1)C#N)NC(=O)C1NCC=2C=C3C(=CC2C1)OC[C@@H](O3)C3=CC=C(C=C3)OCC3=CC(=C(C=C3)C)Cl)=O ((S)-2-({(S)-3-[4-(3-Chloro-4-methyl-benzyloxy)-phenyl]-2,3,6,7,8,9-hexahydro-[1,4]dioxino[2,3-g]isoquinoline-8-carbonyl}-amino)-3-(4′-cyano-biphenyl-4-yl)-propionic acid methyl ester hydrochloride), C(C)(=O)NC=1SC(=C(N1)C)S(=O)(=O)Cl (2-acetylamino-4-methyl thiazole-5-sulfonyl chloride). The product is COC([C@H](CC1=CC=C(C=C1)C1=CC=C(C=C1)C#N)NC(=O)C1N(CC=2C=C3C(=CC2C1)OC[C@@H](O3)C3=CC=C(C=C3)OCC3=CC(=C(C=C3)C)Cl)S(=O)(=O)C3=C(N=C(S3)NC(C)=O)C)=O ((S)-2-({(S)-7-(2-acetylamino-4-methyl-thiazole-5-sulfonyl)-3-[4-(3-chloro-4-methyl-benzyloxy)-phenyl]-2,3,6,7,8,9-hexahydro[1,4]dioxino[2,3-g]isoquinoline-8-carbonyl}-amino)-3-(4′-cyano-biphenyl-4-yl)propionic acid methyl ester). The yield is 59.2%. RXN SMILES: Cl.[CH3:2][O:3][C:4](=[O:54])[C@@H:5]([NH:21][C:22]([CH:24]1[CH2:33][C:32]2[CH:31]=[C:30]3[O:34][CH2:35][C@H:36]([C:38]4[CH:43]=[CH:42][C:41]([O:44][CH2:45][C:46]5[CH:51]=[CH:50][C:49]([CH3:52])=[C:48]([Cl:53])[CH:47]=5)=[CH:40][CH:39]=4)[O:37][C:29]3=[CH:28][C:27]=2[CH2:26][NH:25]1)=[O:23])[CH2:6][C:7]1[CH:12]=[CH:11][C:10]([C:13]2[CH:18]=[CH:17][C:16]([C:19]#[N:20])=[CH:15][CH:14]=2)=[CH:9][CH:8]=1.[C:55]([NH:58][C:59]1[S:60][C:61]([S:65](Cl)(=[O:67])=[O:66])=[C:62]([CH3:64])[N:63]=1)(=[O:57])[CH3:56]>>[CH3:2][O:3][C:4](=[O:54])[C@@H:5]([NH:21][C:22]([CH:24]1[CH2:33][C:32]2[CH:31]=[C:30]3[O:34][CH2:35][C@H:36]([C:38]4[CH:43]=[CH:42][C:41]([O:44][CH2:45][C:46]5[CH:51]=[CH:50][C:49]([CH3:52])=[C:48]([Cl:53])[CH:47]=5)=[CH:40][CH:39]=4)[O:37][C:29]3=[CH:28][C:27]=2[CH2:26][N:25]1[S:65]([C:61]1[S:60][C:59]([NH:58][C:55](=[O:57])[CH3:56])=[N:63][C:62]=1[CH3:64])(=[O:66])=[O:67])=[O:23])[CH2:6][C:7]1[CH:8]=[CH:9][C:10]([C:13]2[CH:18]=[CH:17][C:16]([C:19]#[N:20])=[CH:15][CH:14]=2)=[CH:11][CH:12]=1 |f:0.1|. Procedure: (S)-2-({(S)-3-[4-(3-Chloro-4-methyl-benzyloxy)-phenyl]-2,3,6,7,8,9-hexahydro-[1,4]dioxino[2,3-g]isoquinoline-8-carbonyl}-amino)-3-(4′-cyano-biphenyl-4-yl)-propionic acid methyl ester hydrochloride (15 mg) was reacted with 2-acetylamino-4-methyl thiazole-5-sulfonyl chloride (11 mg) according to General Procedure E to give (S)-2-({(S)-7-(2-acetylamino-4-methyl-thiazole-5-sulfonyl)-3-[4-(3-chloro-4-methyl-benzyloxy)-phenyl]-2,3,6,7,8,9-hexahydro[1,4]dioxino[2,3-g]isoquinoline-8-carbonyl}-amino)-3-(... Starting materials: Brc1ccncc1, O=C([O-])[O-], CN1CCCC1=O, CCOC(C)=O, Cn1nnc(-c2ccc3[nH]cc(C4=CCN(CCN5CCNC5=O)CC4)c3c2)n1, Cl, [Cu], I[Cu]I, [K+], [K+], O=[Zn]. Yields the product Cn1nnc(-c2ccc3c(c2)c(C2=CCN(CCN4CCNC4=O)CC2)cn3-c2ccncc2)n1. As a reaction SMILES: [Br:2][c:3]1[cH:4][cH:5][n:6][cH:7][cH:8]1.[C:38](=[O:39])([O-:40])[O-:41].[CH3:44][N:45]1[CH2:46][CH2:47][CH2:48][C:49]1=[O:50].[CH3:57][CH2:58][O:59][C:60](=[O:61])[CH3:62].[CH3:9][n:10]1[n:11][c:12](-[c:15]2[cH:16][c:17]3[c:18]([C:24]4=[CH:29][CH2:28][N:27]([CH2:30][CH2:31][N:32]5[C:33](=[O:37])[NH:34][CH2:35][CH2:36]5)[CH2:26][CH2:25]4)[cH:19][nH:20][c:21]3[cH:22][cH:23]2)[n:13][n:14]1.[ClH:1].[Cu:51].[Cu:52]([I:53])[I:54].[K+:42].[K+:43].[O:55]=[Zn:56]>>[c:3]1(-[n:20]2[cH:19][c:18]([C:24]3=[CH:29][CH2:28][N:27]([CH2:30][CH2:31][N:32]4[C:33](=[O:37])[NH:34][CH2:35][CH2:36]4)[CH2:26][CH2:25]3)[c:17]3[cH:16][c:15](-[c:12]4[n:11][n:10]([CH3:9])[n:14][n:13]4)[cH:23][cH:22][c:21]32)[cH:4][cH:5][n:6][cH:7][cH:8]1. The reactants are O=C([O-])[O-], CC1(C)OC(Bc2cn[nH]c2)OC1(C)C, CN(C)C=O, COc1cc2nccc(Oc3ccc(C)nc3I)c2cc1OC, [K+], [K+]. Product: COc1cc2nccc(Oc3ccc(C)nc3-c3cn[nH]c3)c2cc1OC. Reaction SMILES: [C:1](=[O:2])([O-:3])[O-:4].[CH3:30][C:31]1([CH3:32])[C:33]([CH3:34])([CH3:35])[O:36][CH:37]([BH:38][c:39]2[cH:40][n:41][nH:42][cH:43]2)[O:44]1.[CH3:45][N:46]([CH3:47])[CH:48]=[O:49].[I:7][c:8]1[n:9][c:10]([CH3:29])[cH:11][cH:12][c:13]1[O:14][c:15]1[cH:16][cH:17][n:18][c:19]2[cH:20][c:21]([O:27][CH3:28])[c:22]([O:25][CH3:26])[cH:23][c:24]12.[K+:5].[K+:6]>>[c:8]1(-[c:39]2[cH:40][n:41][nH:42][cH:43]2)[n:9][c:10]([CH3:29])[cH:11][cH:12][c:13]1[O:14][c:15]1[cH:16][cH:17][n:18][c:19]2[cH:20][c:21]([O:27][CH3:28])[c:22]([O:25][CH3:26])[cH:23][c:24]12.